This data is from the Open Reaction Database (ORD), a public repository of structured organic reaction records. The task is: describe an organic reaction: reactants, conditions, products, and yield Starting materials: CC1=NNC2=CC(=CC=C12)N (3-methyl-1H-indazol-6-amine), ClC1=NC(=NC=N1)NC1=CC(=CC=C1)CS(=O)(=O)C (4-chloro-N-{3-[(methylsulfonyl)methyl]phenyl}-1,3,5-triazin-2-amine), resultant mixture. Solvent: C(C)(C)O (isopropanol). Product: Cl.CC1=NNC2=CC(=CC=C12)NC1=NC=NC(=N1)NC1=CC(=CC=C1)CS(=O)(=O)C (N2-(3-methyl-1H-indazol-6-yl)-N4-{3-[(methylsulfonyl)methyl]phenyl}-1,3,5-triazine-2,4-diamine hydrochloride). RXN SMILES: [CH3:1][C:2]1[C:10]2[C:5](=[CH:6][C:7]([NH2:11])=[CH:8][CH:9]=2)[NH:4][N:3]=1.[Cl:12][C:13]1[N:18]=[CH:17][N:16]=[C:15]([NH:19][C:20]2[CH:25]=[CH:24][CH:23]=[C:22]([CH2:26][S:27]([CH3:30])(=[O:29])=[O:28])[CH:21]=2)[N:14]=1>C(O)(C)C>[ClH:12].[CH3:1][C:2]1[C:10]2[C:5](=[CH:6][C:7]([NH:11][C:17]3[N:16]=[C:15]([NH:19][C:20]4[CH:25]=[CH:24][CH:23]=[C:22]([CH2:26][S:27]([CH3:30])(=[O:28])=[O:29])[CH:21]=4)[N:14]=[CH:13][N:18]=3)=[CH:8][CH:9]=2)[NH:4][N:3]=1 |f:3.4|. Reported procedure: To a flask containing a magnetic stir bar was added 0.03 g (0.20 mmol) of 3-methyl-1H-indazol-6-amine and 0.060 g (0.20 mmol) of 4-chloro-N-{3-[(methylsulfonyl)methyl]phenyl}-1,3,5-triazin-2-amine and 2 mL of isopropanol and the resultant mixture was heated at reflux for ca. 16 hours. Upon cooling the reaction mixture a solid precipitated. The solid was filtered and washed with ethyl acetate (2×4 mL), acetonitrile (4 mL), and ethyl ether (4 mL) and dried under vacuum to give N2-(3-methyl-1H-inda... Reactants: CO, c1cc(c(c(c1I)[C@H](Oc1c(ncc(n1)Br)N)C)Cl)F. Reagents/catalysts: c1ccc(cc1)-c2c3ccccc3cc4ccccc24 (9-Phenylanthracene), CN1CCOCC1 (NMM), [Pd].C(P(C(C)(C)C)C(C)(C)C)(C)(C)C.C(P(C(C)(C)C)C(C)(C)C)(C)(C)C (Pd(P(tBu)3)2). The solvent is CO (MeOH). Reaction conditions: temperature 120 celsius, time 18 hour. The product is COC(=O)c1ccc(F)c(Cl)c1C(C)Oc2nc(Br)cnc2N. As a reaction SMILES: [CH3:1][CH:2]([c:12]1[c:19](I)[cH:18][cH:17][c:15]([F:16])[c:13]1[Cl:14])[O:3][c:4]2[c:10]([NH2:11])[n:9][cH:8][c:6]([Br:7])[n:5]2>>COC([c:19]1[c:12]([CH:2]([O:3][c:4]2[c:10]([NH2:11])[n:9][cH:8][c:6]([Br:7])[n:5]2)[CH3:1])[c:13]([Cl:14])[c:15]([F:16])[cH:17][cH:18]1)=O. The reactants are FC(F)(F)c1cccc2c(Cl)ccnc12, Cl, Nc1ccc(C(=O)O)cc1, O. Product: O=C(O)c1ccc(Nc2ccnc3c(C(F)(F)F)cccc23)cc1. As a reaction SMILES: [Cl:1][c:2]1[cH:3][cH:4][n:5][c:6]2[c:7]([C:12]([F:13])([F:14])[F:15])[cH:8][cH:9][cH:10][c:11]12.[ClH:26].[NH2:16][c:17]1[cH:18][cH:19][c:20]([C:21](=[O:22])[OH:23])[cH:24][cH:25]1.[OH2:27]>>[c:2]1([NH:16][c:17]2[cH:18][cH:19][c:20]([C:21](=[O:22])[OH:23])[cH:24][cH:25]2)[cH:3][cH:4][n:5][c:6]2[c:7]([C:12]([F:13])([F:14])[F:15])[cH:8][cH:9][cH:10][c:11]12. Starting materials: Nc1ccnc(F)c1, O=C=Nc1ccccc1, c1ccccc1. As a reaction SMILES: [F:1][c:2]1[n:3][cH:4][cH:5][c:6]([NH2:8])[cH:7]1.[O:9]=[C:10]=[N:11][c:12]1[cH:13][cH:14][cH:15][cH:16][cH:17]1.[cH:18]1[cH:19][cH:20][cH:21][cH:22][cH:23]1>>[F:1][c:2]1[n:3][cH:4][cH:5][c:6]([NH:8][C:10](=[O:9])[NH:11][c:12]2[cH:13][cH:14][cH:15][cH:16][cH:17]2)[cH:7]1. The product is O=C(Nc1ccccc1)Nc1ccnc(F)c1. Starting materials: C(=O)C1=C(C=C(N1)C(=O)O)C (5-Formyl-4-methyl-1H-pyrrole-2-carboxylic acid), CN1CCNCC1 (1-methylpiperazine). Product: CC1=C(NC(=C1)C(=O)N1CCN(CC1)C)C=O (3-Methyl-5-(4-methyl-piperazine-1-carbonyl)-1H-pyrrole-2-carbaldehyde). As a reaction SMILES: [CH:1]([C:3]1[NH:7][C:6]([C:8]([OH:10])=O)=[CH:5][C:4]=1[CH3:11])=[O:2].[CH3:12][N:13]1[CH2:18][CH2:17][NH:16][CH2:15][CH2:14]1>>[CH3:11][C:4]1[CH:5]=[C:6]([C:8]([N:16]2[CH2:17][CH2:18][N:13]([CH3:12])[CH2:14][CH2:15]2)=[O:10])[NH:7][C:3]=1[CH:1]=[O:2]. Procedure details: 5-Formyl-4-methyl-1H-pyrrole-2-carboxylic acid was amidated with 1-methylpiperazine using General Amidation Procedure 1 to give 3-Methyl-5-(4-methyl-piperazine-1-carbonyl)-1H-pyrrole-2-carbaldehyde. MS m/z 236 [M+1].